Dataset: the Open Reaction Database (ORD), a public repository of structured organic reaction records. Task: describe an organic reaction: reactants, conditions, products, and yield Starting materials: CC(C)(C)OC(=O)N1CCC2NCC(c3c[nH]c4cc(F)ccc34)C21, CCN(C(C)C)C(C)C, Clc1ncccn1, CN(C)C=O, O. Yields the product CC(C)(C)OC(=O)N1CCC2C1C(c1c[nH]c3cc(F)ccc13)CN2c1ncccn1. Reaction SMILES: [C:1]([CH3:2])([CH3:3])([CH3:4])[O:5][C:6](=[O:7])[N:8]1[CH:9]2[CH:10]([CH2:11][CH2:12]1)[NH:13][CH2:14][CH:15]2[c:16]1[cH:17][nH:18][c:19]2[cH:20][c:21]([F:25])[cH:22][cH:23][c:24]12.[CH:26]([N:27]([CH2:28][CH3:29])[CH:30]([CH3:31])[CH3:32])([CH3:33])[CH3:34].[Cl:35][c:36]1[n:37][cH:38][cH:39][cH:40][n:41]1.[O:42]=[CH:43][N:44]([CH3:45])[CH3:46].[OH2:47]>>[C:1]([CH3:2])([CH3:3])([CH3:4])[O:5][C:6](=[O:7])[N:8]1[CH:9]2[CH:10]([CH2:11][CH2:12]1)[N:13]([c:36]1[n:37][cH:38][cH:39][cH:40][n:41]1)[CH2:14][CH:15]2[c:16]1[cH:17][nH:18][c:19]2[cH:20][c:21]([F:25])[cH:22][cH:23][c:24]12. Starting materials: C1CCOC1, OC1CCCC1, O=Cc1ccc(O)cc1, c1ccc(P(c2ccccc2)c2ccccc2)cc1. Product: O=Cc1ccc(OC2CCCC2)cc1. RXN SMILES: [O:35]1[CH2:36][CH2:37][CH2:38][CH2:39]1.[OH:10][CH:11]1[CH2:12][CH2:13][CH2:14][CH2:15]1.[OH:1][c:2]1[cH:3][cH:4][c:5]([CH:6]=[O:7])[cH:8][cH:9]1.[c:16]1([P:17]([c:18]2[cH:19][cH:20][cH:21][cH:22][cH:23]2)[c:24]2[cH:25][cH:26][cH:27][cH:28][cH:29]2)[cH:30][cH:31][cH:32][cH:33][cH:34]1>>[O:1]([c:2]1[cH:3][cH:4][c:5]([CH:6]=[O:7])[cH:8][cH:9]1)[CH:11]1[CH2:12][CH2:13][CH2:14][CH2:15]1. Product: CC(O)C(=O)N1CCN(Cc2cc3c(N4CCOCC4)nc(Cl)nc3s2)CC1. Reaction SMILES: [CH3:24][CH:25]([OH:26])[C:27]([OH:28])=[O:29].[Cl:1][c:2]1[n:3][c:4]([N:18]2[CH2:19][CH2:20][O:21][CH2:22][CH2:23]2)[c:5]2[c:6]([n:7]1)[s:8][c:9]([CH2:11][N:12]1[CH2:13][CH2:14][NH:15][CH2:16][CH2:17]1)[cH:10]2>>[Cl:1][c:2]1[n:3][c:4]([N:18]2[CH2:19][CH2:20][O:21][CH2:22][CH2:23]2)[c:5]2[c:6]([n:7]1)[s:8][c:9]([CH2:11][N:12]1[CH2:13][CH2:14][N:15]([C:27]([CH:25]([CH3:24])[OH:26])=[O:28])[CH2:16][CH2:17]1)[cH:10]2. Reactants: CC(O)C(=O)O, Clc1nc(N2CCOCC2)c2cc(CN3CCNCC3)sc2n1. Starting materials: C(C)(=O)C1=C(NC(=C1C)C1=CC=NC=C1)C (3-Acetyl-2,4-dimethyl-5-(4-pyridyl)-1H-pyrrole), C1CCOC1 (THF), [OH-].[Na+] (NaOH), [N+](=O)([O-])[O-].[Ce+4].[NH4+].[N+](=O)([O-])[O-].[N+](=O)([O-])[O-].[N+](=O)([O-])[O-].[N+](=O)([O-])[O-] (Ammonium cerium(IV) nitrate). Solvent: O (water), C(C)(=O)O (acetic acid). Reaction conditions: time 1.5 hour. Yields the product C(C)(=O)C1=C(NC(=C1C)C1=CC=NC=C1)C=O (3Acetyl-2-formyl-4-methyl-5-(4-pyridyl)-1H-pyrrole). Isolated yield 22.0%. Reaction SMILES: [C:1]([C:4]1[C:8]([CH3:9])=[C:7]([C:10]2[CH:15]=[CH:14][N:13]=[CH:12][CH:11]=2)[NH:6][C:5]=1[CH3:16])(=[O:3])[CH3:2].C1C[O:20]CC1.[N+]([O-])([O-])=O.[Ce+4].[NH4+].[N+]([O-])([O-])=O.[N+]([O-])([O-])=O.[N+]([O-])([O-])=O.[N+]([O-])([O-])=O.[OH-].[Na+]>O.C(O)(=O)C>[C:1]([C:4]1[C:8]([CH3:9])=[C:7]([C:10]2[CH:15]=[CH:14][N:13]=[CH:12][CH:11]=2)[NH:6][C:5]=1[CH:16]=[O:20])(=[O:3])[CH3:2] |f:2.3.4.5.6.7.8,9.10|. Procedure: 3-Acetyl-2,4-dimethyl-5-(4-pyridyl)-1H-pyrrole (800 mg, 3.74 mmol) was dissolved with THF (37 mL), acetic acid (45 mL) and water (37 mL). Ammonium cerium(IV) nitrate (8.38 g, 15.3 mmol) was added to the mixture at room temperature and stirred for 1.5 hours. The mixture was neutralized with 2 M aqueous NaOH solution and extracted with ethyl acetate (150 mL×3). The combined organic layers were washed with brine, dried over MgSO4, and evaporated in vacio. The residue was purified by flash chromatog... Starting materials: CC[O-], CCO, CCOC(=O)N=S(C)(=O)c1ccc(Nc2ncc(-c3nnn(C)n3)c(NC3CCCCC3)n2)cc1, [Cl-], [Na+], [Na+]. The product is Cn1nnc(-c2cnc(Nc3ccc(S(C)(=N)=O)cc3)nc2NC2CCCCC2)n1. Reaction SMILES: [CH3:37][CH2:38][O-:39].[CH3:42][CH2:43][OH:44].[CH:1]1([NH:7][c:8]2[n:9][c:10]([NH:20][c:21]3[cH:22][cH:23][c:24]([S:27](=[O:28])(=[N:29][C:30]([O:31][CH2:32][CH3:33])=[O:34])[CH3:35])[cH:25][cH:26]3)[n:11][cH:12][c:13]2-[c:14]2[n:15][n:16][n:17]([CH3:19])[n:18]2)[CH2:2][CH2:3][CH2:4][CH2:5][CH2:6]1.[Cl-:40].[Na+:36].[Na+:41]>>[CH:1]1([NH:7][c:8]2[n:9][c:10]([NH:20][c:21]3[cH:22][cH:23][c:24]([S:27](=[O:28])(=[NH:29])[CH3:35])[cH:25][cH:26]3)[n:11][cH:12][c:13]2-[c:14]2[n:15][n:16][n:17]([CH3:19])[n:18]2)[CH2:2][CH2:3][CH2:4][CH2:5][CH2:6]1.